This data is from the Open Reaction Database (ORD), a public repository of structured organic reaction records. The task is: describe an organic reaction: reactants, conditions, products, and yield Starting materials: O.C1(=CC=C(C=C1)S(=O)(=O)N1[C@H](C(=O)O)CCC1)C (N-(Toluene-4-sulfonyl)-L-proline hydrate), methyl ester, [Li+].[OH-] (LiOH), Cl.COC([C@@H](N)C(C)C)=O (L-valine methyl ester hydrochloride). Run in C1CCOC1.O (THF water). Yields the product C1(=CC=C(C=C1)S(=O)(=O)N1[C@H](C(=O)N[C@@H](C(C)C)C(=O)O)CCC1)C (N-(Toluene-4-sulfonyl)-L-prolyl-L-valine). RXN SMILES: O.[C:2]1([CH3:19])[CH:7]=[CH:6][C:5]([S:8]([N:11]2[CH2:18][CH2:17][CH2:16][C@H:12]2[C:13]([OH:15])=O)(=[O:10])=[O:9])=[CH:4][CH:3]=1.Cl.C[O:22][C:23](=[O:29])[C@H:24]([CH:26]([CH3:28])[CH3:27])[NH2:25].[Li+].[OH-]>C1COCC1.O>[C:2]1([CH3:19])[CH:3]=[CH:4][C:5]([S:8]([N:11]2[CH2:18][CH2:17][CH2:16][C@H:12]2[C:13]([NH:25][C@H:24]([C:23]([OH:29])=[O:22])[CH:26]([CH3:28])[CH3:27])=[O:15])(=[O:9])=[O:10])=[CH:6][CH:7]=1 |f:0.1,2.3,4.5,6.7|. Procedure: N-(Toluene-4-sulfonyl)-L-proline hydrate was coupled to L-valine methyl ester hydrochloride using the procedure described in Method 3. The title compound was prepared via hydrolysis of the methyl ester using LiOH in THF/water. The reactants are Cn1nc(-c2c(F)cc3c(c2N)NC(=O)CO3)c(Cl)c1C(F)(F)F, O=C(Cl)CCl, C1COCCO1. The product is Cn1nc(-c2c(F)cc3c(c2NC(=O)CCl)NC(=O)CO3)c(Cl)c1C(F)(F)F. Reaction SMILES: [Cl:1][c:2]1[c:3](-[c:12]2[c:13]([F:24])[cH:14][c:15]3[c:16]([c:22]2[NH2:23])[NH:17][C:18](=[O:21])[CH2:19][O:20]3)[n:4][n:5]([CH3:11])[c:6]1[C:7]([F:8])([F:9])[F:10].[Cl:25][CH2:26][C:27](=[O:28])[Cl:29].[O:30]1[CH2:31][CH2:32][O:33][CH2:34][CH2:35]1>>[Cl:1][c:2]1[c:3](-[c:12]2[c:13]([F:24])[cH:14][c:15]3[c:16]([c:22]2[NH:23][C:27]([CH2:26][Cl:25])=[O:28])[NH:17][C:18](=[O:21])[CH2:19][O:20]3)[n:4][n:5]([CH3:11])[c:6]1[C:7]([F:8])([F:9])[F:10]. Starting materials: Cc1nnc(N2N=C(c3cc(F)ccc3F)SC2(CCCNC(=O)OC(C)(C)C)c2cccc(O[Si](C)(C)C(C)(C)C)c2)s1, CCCC[N+](CCCC)(CCCC)CCCC, C1CCOC1, [F-]. Product: Cc1nnc(N2N=C(c3cc(F)ccc3F)SC2(CCCNC(=O)OC(C)(C)C)c2cccc(O)c2)s1. RXN SMILES: [C:1]([Si:2]([CH3:3])([CH3:4])[O:6][c:7]1[cH:8][c:9]([C:13]2([CH2:32][CH2:33][CH2:34][NH:35][C:36]([O:37][C:38]([CH3:39])([CH3:40])[CH3:41])=[O:42])[S:14][C:15]([c:24]3[c:25]([F:31])[cH:26][cH:27][c:28]([F:30])[cH:29]3)=[N:16][N:17]2[c:18]2[s:19][c:20]([CH3:23])[n:21][n:22]2)[cH:10][cH:11][cH:12]1)([CH3:5])([CH3:43])[CH3:44].[CH2:46]([N+:47]([CH2:48][CH2:49][CH2:50][CH3:51])([CH2:52][CH2:53][CH2:54][CH3:55])[CH2:56][CH2:57][CH2:58][CH3:59])[CH2:60][CH2:61][CH3:62].[CH2:63]1[O:64][CH2:65][CH2:66][CH2:67]1.[F-:45]>>[OH:6][c:7]1[cH:8][c:9]([C:13]2([CH2:32][CH2:33][CH2:34][NH:35][C:36]([O:37][C:38]([CH3:39])([CH3:40])[CH3:41])=[O:42])[S:14][C:15]([c:24]3[c:25]([F:31])[cH:26][cH:27][c:28]([F:30])[cH:29]3)=[N:16][N:17]2[c:18]2[s:19][c:20]([CH3:23])[n:21][n:22]2)[cH:10][cH:11][cH:12]1. Reactants: ClB(Cl)Cl, ClCCl, CC(C)C(NC(=O)Cn1c(-c2ccccc2)ccc(NC(=O)OCC2(C)COCOC2)c1=O)C(=O)C(F)(F)F. The product is CC(C)C(NC(=O)Cn1c(-c2ccccc2)ccc(NC(=O)OCC(C)(CO)CO)c1=O)C(=O)C(F)(F)F. RXN SMILES: [B:40]([Cl:41])([Cl:42])[Cl:43].[CH2:44]([Cl:45])[Cl:46].[CH3:1][C:2]1([CH2:8][O:9][C:10](=[O:11])[NH:12][c:13]2[c:14](=[O:39])[n:15]([CH2:25][C:26](=[O:27])[NH:28][CH:29]([C:30]([C:31]([F:32])([F:33])[F:34])=[O:35])[CH:36]([CH3:37])[CH3:38])[c:16](-[c:19]3[cH:20][cH:21][cH:22][cH:23][cH:24]3)[cH:17][cH:18]2)[CH2:3][O:4][CH2:5][O:6][CH2:7]1>>[CH3:1][C:2]([CH2:3][OH:4])([CH2:7][OH:6])[CH2:8][O:9][C:10](=[O:11])[NH:12][c:13]1[c:14](=[O:39])[n:15]([CH2:25][C:26](=[O:27])[NH:28][CH:29]([C:30]([C:31]([F:32])([F:33])[F:34])=[O:35])[CH:36]([CH3:37])[CH3:38])[c:16](-[c:19]2[cH:20][cH:21][cH:22][cH:23][cH:24]2)[cH:17][cH:18]1. Solvent: O1CCOCC1 (dioxane). Starting materials: ClC=1C(=C2N=C(C(=NC2=CC1Cl)OC)OC)N(S(=O)(=O)C)C(C)C(=O)OC (N-(6,7-dichloro-2,3-dimethoxyquinoxalin-5-yl)-N-(1 -methoxycarbonyl- 1-ethyl)-methanesulphonamide), Cl (hydrochloric acid). The product is C(=O)(O)C(C)N(S(=O)(=O)C)C1=C2NC(C(NC2=CC(=C1Cl)Cl)=O)=O ((RS)-N-(1 -Carboxyethyl)-N-(1,4-dihydro-6,7-dichloro-2,3-dioxoquinoxalin-5-yl)methanesulphonamide). Procedure: A 1:1 mixture of the two isomers of N-(6,7-dichloro-2,3-dimethoxyquinoxalin-5-yl)-N-(1 -methoxycarbonyl- 1-ethyl)-methanesulphonamide (Preparation 23, 1.40 g, 32 mmol), 2M hydrochloric acid (40 ml) and dioxane (40 ml) was heated in an autoclave at 130° C. for 48 h and 150° C. for 24 h. The mixture was cooled, concentrated to low volume under reduced pressure and the solid filtered off and washed with ether. The product was dissolved in 1M aqueous sodium hydroxide (40 ml) and precipitated by the ... Run at temperature 150 celsius. As a reaction SMILES: [Cl:1][C:2]1[C:3]([N:17]([CH:22]([C:24]([O:26]C)=[O:25])[CH3:23])[S:18]([CH3:21])(=[O:20])=[O:19])=[C:4]2[C:9](=[CH:10][C:11]=1[Cl:12])[N:8]=[C:7]([O:13]C)[C:6]([O:15]C)=[N:5]2.Cl>O1CCOCC1>[C:24]([CH:22]([N:17]([C:3]1[C:2]([Cl:1])=[C:11]([Cl:12])[CH:10]=[C:9]2[C:4]=1[NH:5][C:6](=[O:15])[C:7](=[O:13])[NH:8]2)[S:18]([CH3:21])(=[O:19])=[O:20])[CH3:23])([OH:26])=[O:25]. Isolated yield 8.9%. Starting materials: C(C1=CC=CC=C1)(=O)NC1=CC=C(C=C1)C1=CC=C2CN(C(C2=C1)=O)[C@H](C(=O)O)C(C)C ((S)-2-(6-(4-Benzamidophenyl)-1-oxoisoindolin-2-yl)-3-methylbutanoic acid), CC(C(=O)OC)(C)N1C(C2=CC(=CC=C2C1)C1=CC=C(C=C1)NC(C1=CC=C(C=C1)CCCCC)=O)=O (Methyl 2-methyl-2-(1-oxo-6-(4-(4-pentylbenzamido)phenyl)isoindolin-2-yl)propanoate). Product: CC(C(=O)O)(C)N1C(C2=CC(=CC=C2C1)C1=CC=C(C=C1)NC(C1=CC=C(C=C1)CCCCC)=O)=O (2-Methyl-2-(1-oxo-6-(4-(4-pentylbenzamido)phenyl)isoindolin-2-yl)propanoic acid). The yield is 77.0%. Reaction SMILES: C(NC1C=CC(C2C=C3C(CN([C@@H](C(C)C)C(O)=O)C3=O)=CC=2)=CC=1)(=O)C1C=CC=CC=1.[CH3:33][C:34]([N:40]1[CH2:48][C:47]2[C:42](=[CH:43][C:44]([C:49]3[CH:54]=[CH:53][C:52]([NH:55][C:56](=[O:68])[C:57]4[CH:62]=[CH:61][C:60]([CH2:63][CH2:64][CH2:65][CH2:66][CH3:67])=[CH:59][CH:58]=4)=[CH:51][CH:50]=3)=[CH:45][CH:46]=2)[C:41]1=[O:69])([CH3:39])[C:35]([O:37]C)=[O:36]>>[CH3:33][C:34]([N:40]1[CH2:48][C:47]2[C:42](=[CH:43][C:44]([C:49]3[CH:54]=[CH:53][C:52]([NH:55][C:56](=[O:68])[C:57]4[CH:58]=[CH:59][C:60]([CH2:63][CH2:64][CH2:65][CH2:66][CH3:67])=[CH:61][CH:62]=4)=[CH:51][CH:50]=3)=[CH:45][CH:46]=2)[C:41]1=[O:69])([CH3:39])[C:35]([OH:37])=[O:36]. Procedure: The compound of example 525 was prepared analogous to compound of example 98 by hydrolysis of compound of example 524. The reactants are ClC1=NNC=2C(=CC3=C(C12)CN(C([C@@H](C3)CC(=O)OC)=O)CCN3CCCCC3)Cl ((S)-Methyl 2-(1,4-dichloro-8-oxo-9-(2-(piperidin-1-yl)ethyl)-3,6,7,8,9,10-hexahydroazepino[3,4-e]indazol-7-yl)acetate), O1CCCC1 (tetrahydrofuran), CO (methanol), O (Water), O.[OH-].[Li+] (lithium hydroxide hydrate). Reaction conditions: temperature 50 celsius, time 4.5 hour. The product is ClC1=NNC=2C(=CC3=C(C12)CN(C([C@@H](C3)CC(=O)O)=O)CCN3CCCCC3)Cl ((S)-2-(1,4-dichloro-8-oxo-9-(2-(piperidin-1-yl)ethyl)-3,6,7,8,9,10-hexahydroazepino[3,4-e]indazol-7-yl)acetic acid). Yield: 50.0%. As a reaction SMILES: [Cl:1][C:2]1[C:10]2[C:9]3[CH2:11][N:12]([CH2:22][CH2:23][N:24]4[CH2:29][CH2:28][CH2:27][CH2:26][CH2:25]4)[C:13](=[O:21])[C@H:14]([CH2:16][C:17]([O:19]C)=[O:18])[CH2:15][C:8]=3[CH:7]=[C:6]([Cl:30])[C:5]=2[NH:4][N:3]=1.O1CCCC1.CO.O.O.[OH-].[Li+]>>[Cl:1][C:2]1[C:10]2[C:9]3[CH2:11][N:12]([CH2:22][CH2:23][N:24]4[CH2:25][CH2:26][CH2:27][CH2:28][CH2:29]4)[C:13](=[O:21])[C@H:14]([CH2:16][C:17]([OH:19])=[O:18])[CH2:15][C:8]=3[CH:7]=[C:6]([Cl:30])[C:5]=2[NH:4][N:3]=1 |f:4.5.6|. Procedure details: (S)-Methyl 2-(1,4-dichloro-8-oxo-9-(2-(piperidin-1-yl)ethyl)-3,6,7,8,9,10-hexahydroazepino[3,4-e]indazol-7-yl)acetate (260 mg, 0.573 mmol) was dissolved in a mixture of tetrahydrofuran (5.0 mL, 61.6 mmol) and methanol (5.0 mL, 123 mmol). Water (5.0 mL, 278 mmol) was added to the mixture followed by lithium hydroxide hydrate (65 mg, 1.549 mmol). Mixture was warmed to 50° C. and held with stirring for 4.5 hours. Mixture was cooled to room temperature. Organic solvents were removed from the mixture...